describe an organic reaction: reactants, conditions, products, and yield From a dataset of the Open Reaction Database (ORD), a public repository of structured organic reaction records. Starting materials: CC(C)C(NC(=O)OC(C)(C)C)C(=O)C=Cc1cccc(C#N)c1, CO. The product is CC(C)C(NC(=O)OC(C)(C)C)C(=O)CCc1cccc(C#N)c1. RXN SMILES: [C:1]([CH3:2])([CH3:3])([CH3:4])[O:5][C:6]([NH:7][CH:8]([C:9]([CH:10]=[CH:11][c:12]1[cH:13][c:14]([C:18]#[N:19])[cH:15][cH:16][cH:17]1)=[O:20])[CH:21]([CH3:22])[CH3:23])=[O:24].[CH3:25][OH:26]>>[C:1]([CH3:2])([CH3:3])([CH3:4])[O:5][C:6]([NH:7][CH:8]([C:9]([CH2:10][CH2:11][c:12]1[cH:13][c:14]([C:18]#[N:19])[cH:15][cH:16][cH:17]1)=[O:20])[CH:21]([CH3:22])[CH3:23])=[O:24]. Starting materials: COC(CN(C1=C(C=C(C=C1)S(=O)(=O)C1=CC=CC=C1)OCC1=CC=CC=C1)S(NC(=O)OC(C)(C)C)(=O)=O)=O (N-(t-butoxycarbonylsulfamoyl)-N-(4-benzenesulfonyl-2-benzyloxyphenyl)glycine methyl ester). Run in C(=O)(C(F)(F)F)O.C(Cl)Cl (TFA CH2Cl2). The product is COC(CN(C1=C(C=C(C=C1)S(=O)(=O)C1=CC=CC=C1)OCC1=CC=CC=C1)S(N)(=O)=O)=O (N-Sulfamoyl-N-(4-benzenesulfonyl-2-benzyloxyphenyl)glycine Methyl Ester). As a reaction SMILES: [CH3:1][O:2][C:3](=[O:40])[CH2:4][N:5]([S:29](=[O:39])(=[O:38])[NH:30]C(OC(C)(C)C)=O)[C:6]1[CH:11]=[CH:10][C:9]([S:12]([C:15]2[CH:20]=[CH:19][CH:18]=[CH:17][CH:16]=2)(=[O:14])=[O:13])=[CH:8][C:7]=1[O:21][CH2:22][C:23]1[CH:28]=[CH:27][CH:26]=[CH:25][CH:24]=1>C(O)(C(F)(F)F)=O.C(Cl)Cl>[CH3:1][O:2][C:3](=[O:40])[CH2:4][N:5]([S:29](=[O:38])(=[O:39])[NH2:30])[C:6]1[CH:11]=[CH:10][C:9]([S:12]([C:15]2[CH:16]=[CH:17][CH:18]=[CH:19][CH:20]=2)(=[O:14])=[O:13])=[CH:8][C:7]=1[O:21][CH2:22][C:23]1[CH:24]=[CH:25][CH:26]=[CH:27][CH:28]=1 |f:1.2|. Procedure: A solution of N-(t-butoxycarbonylsulfamoyl)-N-(4-benzenesulfonyl-2-benzyloxyphenyl)glycine methyl ester (620 mg, 1.05 mmol) in 10 mL TFA/CH2Cl2 (1:1) is stirred at RT for 30 min. The solvent is removed under reduced pressure and the residue is redissolved in CH2Cl2 and restripped (4×). The residual oil is chromatographed on a Biotage 40M column using CH2Cl2/EtOAc (90:10) as eluent to afford the title compound: 1H NMR (CDCl3) δ 7.87 (m, 2H), 7.72 (d, J=8.2 Hz, 1H), 7.60 (m, 2H), 7.50 (m, 3H), 7.4... Starting materials: C(C)(C)(C)OC(=O)N1CC(CC(C1)C(=O)O)C(=O)O (1-(tert-butoxycarbonyl)piperidine-3,5-dicarboxylic acid), FC(C(=O)OC(C(F)(F)F)=O)(F)F (trifluoroacetic anhydride), CCCCCCC (heptane). The solvent is O1CCCC1 (tetrahydrofuran). Conditions: temperature 25 celsius, time 1 hour. Product: O=C1C2CN(CC(C(O1)=O)C2)C(=O)OC(C)(C)C (tert-butyl 2,4-dioxo-3-oxa-7-azabicyclo[3,3,1]nonane-7-carboxylate). Yield: 86.3%. As a reaction SMILES: [C:1]([O:5][C:6]([N:8]1[CH2:13][CH:12]([C:14]([OH:16])=O)[CH2:11][CH:10]([C:17]([OH:19])=[O:18])[CH2:9]1)=[O:7])([CH3:4])([CH3:3])[CH3:2].FC(F)(F)C(OC(=O)C(F)(F)F)=O.CCCCCCC>O1CCCC1>[O:16]=[C:14]1[O:19][C:17](=[O:18])[CH:10]2[CH2:11][CH:12]1[CH2:13][N:8]([C:6]([O:5][C:1]([CH3:2])([CH3:3])[CH3:4])=[O:7])[CH2:9]2. Procedure: Under a nitrogen stream, 1-(tert-butoxycarbonyl)piperidine-3,5-dicarboxylic acid (5.00 g, 18.3 mmol) was suspended in tetrahydrofuran (10.0 mL), and trifluoroacetic anhydride (3.80 mL, 27.5 mmol) was added dropwise at 20-30° C. After completion of the dropwise addition, the mixture was stirred at 20-30° C. for 1 hr. To the reaction mixture was added dropwise heptane (20.0 mL) at 20-30° C., and the mixture was cooled to 0-10° C. and stirred for 3 hr. The precipitated crystals were collected by fi... Starting materials: C1COCCO1, Cl, CC(C)(C)[Si](C)(C)Oc1ccccc1-c1cc(-c2cccc(NC(=O)CCN3CCCCC3)c2)c(C#N)c(N)n1. Yields the product Cl, N#Cc1c(-c2cccc(NC(=O)CCN3CCCCC3)c2)cc(-c2ccccc2O)nc1N. Reaction SMILES: [CH2:42]1[O:43][CH2:44][CH2:45][O:46][CH2:47]1.[ClH:41].[NH2:1][c:2]1[n:3][c:4](-[c:27]2[c:28]([O:33][Si:34]([C:35]([CH3:36])([CH3:37])[CH3:38])([CH3:39])[CH3:40])[cH:29][cH:30][cH:31][cH:32]2)[cH:5][c:6](-[c:10]2[cH:11][c:12]([NH:16][C:17]([CH2:18][CH2:19][N:20]3[CH2:21][CH2:22][CH2:23][CH2:24][CH2:25]3)=[O:26])[cH:13][cH:14][cH:15]2)[c:7]1[C:8]#[N:9]>>[ClH:41].[NH2:1][c:2]1[n:3][c:4](-[c:27]2[c:28]([OH:33])[cH:29][cH:30][cH:31][cH:32]2)[cH:5][c:6](-[c:10]2[cH:11][c:12]([NH:16][C:17]([CH2:18][CH2:19][N:20]3[CH2:21][CH2:22][CH2:23][CH2:24][CH2:25]3)=[O:26])[cH:13][cH:14][cH:15]2)[c:7]1[C:8]#[N:9]. Starting materials: CC(C)(C)OC(=O)NCCC1CCCNC1, C[Si](C)(C)N=C=O, ClCCl. The product is CC(C)(C)OC(=O)NCCC1CCCN(C(N)=O)C1. RXN SMILES: [C:1]([CH3:2])([CH3:3])([CH3:4])[O:5][C:6](=[O:7])[NH:8][CH2:9][CH2:10][CH:11]1[CH2:12][NH:13][CH2:14][CH2:15][CH2:16]1.[CH3:17][Si:18]([CH3:19])([CH3:20])[N:21]=[C:22]=[O:23].[Cl:24][CH2:25][Cl:26]>>[C:1]([CH3:2])([CH3:3])([CH3:4])[O:5][C:6](=[O:7])[NH:8][CH2:9][CH2:10][CH:11]1[CH2:12][N:13]([C:22]([NH2:21])=[O:23])[CH2:14][CH2:15][CH2:16]1. The reactants are O1CCOCC1 (dioxane), C(C)(C)(C)OC(NC=1C(=NN2C1SC(=C2C2=C(C=C(C=C2OC)COC)OC)Br)OC)=O (tert-butyl{2-bromo-3-[2,6-dimethoxy-4-(methoxymethyl)phenyl]-6-methoxypyrazolo[5,1-b][1,3]thiazol-7-yl}carbamate), C(C)[Zn]CC (diethyl zinc). The reagents and catalysts are CC(C)([P](C(C)(C)C)([Pd][P](C(C)(C)C)(C(C)(C)C)C(C)(C)C)C(C)(C)C)C (bis(tri-tert-butylphosphine)palladium(0)). Solvent: CCCCCCC.C(C)(=O)OCC (n-heptane ethyl acetate). Run at temperature 60 celsius. The product is C(C)(C)(C)OC(NC=1C(=NN2C1SC(=C2C2=C(C=C(C=C2OC)COC)OC)CC)COC)=O (tert-Butyl{3-[2,6-dimethoxy-4-(methoxymethyl)phenyl]-2-ethyl-6-methoxymethylpyrazolo[5,1-b][1,3]thiazol-7-yl}carbamate). As a reaction SMILES: O1[CH2:6][CH2:5][O:4][CH2:3]C1.[C:7]([O:11][C:12](=[O:38])[NH:13][C:14]1C(OC)=[N:16][N:17]2[C:21]([C:22]3[C:27]([O:28][CH3:29])=[CH:26][C:25]([CH2:30][O:31][CH3:32])=[CH:24][C:23]=3[O:33][CH3:34])=[C:20](Br)[S:19][C:18]=12)([CH3:10])([CH3:9])[CH3:8].[CH2:39]([Zn]CC)[CH3:40]>CC(C)([P](C(C)(C)C)([Pd][P](C(C)(C)C)(C(C)(C)C)C(C)(C)C)C(C)(C)C)C.CCCCCCC.C(OCC)(=O)C>[C:7]([O:11][C:12](=[O:38])[NH:13][C:14]1[C:6]([CH2:5][O:4][CH3:3])=[N:16][N:17]2[C:21]([C:22]3[C:23]([O:33][CH3:34])=[CH:24][C:25]([CH2:30][O:31][CH3:32])=[CH:26][C:27]=3[O:28][CH3:29])=[C:20]([CH2:39][CH3:40])[S:19][C:18]=12)([CH3:10])([CH3:9])[CH3:8] |f:4.5,^1:46,52|. Reported procedure: To a dioxane (5 mL) solution of tert-butyl{2-bromo-3-[2,6-dimethoxy-4-(methoxymethyl)phenyl]-6-methoxypyrazolo[5,1-b][1,3]thiazol-7-yl}carbamate (118 mg, 0.224 mmol), 1M diethyl zinc (0.448 mL, 0.448 mmol) and bis(tri-tert-butylphosphine)palladium(0) (5.70 mg, 0.011 mmol) were added, and the mixture was heated at 60° C. for one hour. After the reaction was completed, the solvent was directly distilled off under reduced pressure. The residue was purified by silica gel column chromatography (a mix... Starting materials: CSc1ccc(-c2cnc3c(C(=O)O)cnn3c2C2CCCCC2)cc1, ClC(Cl)Cl, O=C(OO)c1cccc(Cl)c1. Yields the product CS(=O)c1ccc(-c2cnc3c(C(=O)O)cnn3c2C2CCCCC2)cc1. RXN SMILES: [CH:1]1([c:7]2[c:8](-[c:19]3[cH:20][cH:21][c:22]([S:25][CH3:26])[cH:23][cH:24]3)[cH:9][n:10][c:11]3[n:12]2[n:13][cH:14][c:15]3[C:16](=[O:17])[OH:18])[CH2:2][CH2:3][CH2:4][CH2:5][CH2:6]1.[CH:38]([Cl:39])([Cl:40])[Cl:41].[Cl:27][c:28]1[cH:29][c:30]([C:35](=[O:32])[O:36][OH:37])[cH:31][cH:33][cH:34]1>>[CH:1]1([c:7]2[c:8](-[c:19]3[cH:20][cH:21][c:22]([S:25]([CH3:26])=[O:32])[cH:23][cH:24]3)[cH:9][n:10][c:11]3[n:12]2[n:13][cH:14][c:15]3[C:16](=[O:17])[OH:18])[CH2:2][CH2:3][CH2:4][CH2:5][CH2:6]1.